This data is from the Open Reaction Database (ORD), a public repository of structured organic reaction records. The task is: describe an organic reaction: reactants, conditions, products, and yield Reactants: C(C)(C)(C)OC(=O)C1N(CC=CCC1C(=O)O)S(=O)(=O)C1=CC=C(C=C1)OC (1-(4-Methoxy-benzenesulfonyl)-2,3,4,7-tetrahydro-1H-azepine-2,3-dicarboxylic acid 2-tert-butyl ester), N1C=NC=C1 (Imidazole), [Si](C)(C)(C(C)(C)C)Cl (tert-Butyldimethlysilyl chloride), C(C)(=O)OCC (ethyl acetate). Solvent: CN(C=O)C (dimethylformamide). Run at time 18 hour. Yields the product C(C)(C)(C)OC(=O)C1(N(CC=CCC1)S(=O)(=O)C1=CC=C(C=C1)OC)C1=CC2=C(O1)C=CC=C2 (3-Benzofuran-2-yl-1-(4-methoxy-benzene sulfonyl)-2,3,4,7-tetrahydro-1H-azepine-2-carboxylic acid tert-butyl ester). As a reaction SMILES: [C:1]([O:5][C:6]([CH:8]1[CH:14](C(O)=O)[CH2:13][CH:12]=[CH:11][CH2:10][N:9]1[S:18]([C:21]1[CH:26]=[CH:25][C:24]([O:27][CH3:28])=[CH:23][CH:22]=1)(=[O:20])=[O:19])=[O:7])([CH3:4])([CH3:3])[CH3:2].N1[CH:33]=[CH:32]N=C1.[Si](Cl)([C:37]([CH3:40])([CH3:39])C)(C)C.[C:42]([O:45][CH2:46]C)(=O)[CH3:43]>CN(C)C=O>[C:1]([O:5][C:6]([C:8]1([C:42]2[O:45][C:46]3[CH:39]=[CH:37][CH:40]=[CH:32][C:33]=3[CH:43]=2)[CH2:14][CH2:13][CH:12]=[CH:11][CH2:10][N:9]1[S:18]([C:21]1[CH:26]=[CH:25][C:24]([O:27][CH3:28])=[CH:23][CH:22]=1)(=[O:20])=[O:19])=[O:7])([CH3:2])([CH3:3])[CH3:4]. Procedure details: To a stirred solution of 1-(4-Methoxy-benzenesulfonyl)-2,3,4,7-tetrahydro-1H-azepine-2,3-dicarboxylic acid 2-tert-butyl ester (0.7 g, 1.59 mmoL) in 1.7 mL of dimethylformamide at 0° C. was added Imidazole (238 mg, 3.5 mmoL) and tert-Butyldimethlysilyl chloride (263 mg, 1.74 mmoL). The reaction was warmed to ambient temperature after one hour, and diluted with ethyl acetate after four hours. The reaction was washed sequentially with water, ammonium chloride, and brine. The organic layer was dried... The reactants are ( 1 ), ClC1=NC=CC=C1Cl (2,3-dichloropyridine), B(C=1C=CC(=CC1)C)(O)O (p-tolylboronic acid), C([O-])([O-])=O.[Na+].[Na+] (sodium carbonate). The reagents and catalysts are C=1C=CC(=CC1)[P](C=2C=CC=CC2)(C=3C=CC=CC3)[Pd]([P](C=4C=CC=CC4)(C=5C=CC=CC5)C=6C=CC=CC6)([P](C=7C=CC=CC7)(C=8C=CC=CC8)C=9C=CC=CC9)[P](C=1C=CC=CC1)(C=1C=CC=CC1)C=1C=CC=CC1 (Pd(PPh3)4). The solvent is COCCOC (1,2-dimethoxyethane), O (water). Product: ClC=1C(=NC=CC1)C1=CC=C(C=C1)C (3-chloro-2-para-tolylpyridine). The yield is 84.0%. RXN SMILES: Cl[C:2]1[C:7]([Cl:8])=[CH:6][CH:5]=[CH:4][N:3]=1.B(O)(O)[C:10]1[CH:11]=[CH:12][C:13]([CH3:16])=[CH:14][CH:15]=1.C(=O)([O-])[O-].[Na+].[Na+]>COCCOC.O.C1C=CC([P]([Pd]([P](C2C=CC=CC=2)(C2C=CC=CC=2)C2C=CC=CC=2)([P](C2C=CC=CC=2)(C2C=CC=CC=2)C2C=CC=CC=2)[P](C2C=CC=CC=2)(C2C=CC=CC=2)C2C=CC=CC=2)(C2C=CC=CC=2)C2C=CC=CC=2)=CC=1>[Cl:8][C:7]1[C:2]([C:10]2[CH:15]=[CH:14][C:13]([CH3:16])=[CH:12][CH:11]=2)=[N:3][CH:4]=[CH:5][CH:6]=1 |f:2.3.4,^1:35,37,56,75|. Procedure details: {circle around (1)} 100 g (0.676 mol) of 2,3-dichloropyridine, 91.87 g (0.676 mol) of p-tolylboronic acid, and 86 g (0.811 mol) of sodium carbonate were dissolved in 500 mL of 1,2-dimethoxyethane and 500 mL of distilled water, after which 78 g (0.0676 mol) of Pd(PPh3)4 was added. The mixture was heated to reflux for 18 hours so that it was allowed to react. After completion of the reaction, the reaction solution was concentrated under reduced pressure to remove 1,2-dimethoxyethane, and then extr...